From a dataset of the Open Reaction Database (ORD), a public repository of structured organic reaction records. describe an organic reaction: reactants, conditions, products, and yield Starting materials: CNC1C(CCN(C2=C1C=CC=C2)C(C2=CC=C(C=C2)NC(C2=C(C=CC=C2)Cl)=O)=O)O (5-methylamino-4-hydroxy-1-[4-(2-chlorobenzoylamino)benzoyl]-2,3,4,5-tetrahydro-1H-benzazepine), BrCC(=O)OCC (ethyl α-bromoacetate), C(C)(C)N(CC)C(C)C (diisopropylethylamine). Run in C(C)#N (acetonitrile). Product: ClC1=C(C(=O)NC2=CC=C(C(=O)N3CCC4OC(CN(C4C4=C3C=CC=C4)C)=O)C=C2)C=CC=C1 (7-[4-(2-chlorobenzoylamino)benzoyl]-1-methyl-1,2,3,4a,5,6,7,11b-octahydro-3-oxo[1]benzazepino[4,5-b][1,4]oxazine). The yield is 56.5%. RXN SMILES: [CH3:1][NH:2][CH:3]1[C:9]2[CH:10]=[CH:11][CH:12]=[CH:13][C:8]=2[N:7]([C:14](=[O:31])[C:15]2[CH:20]=[CH:19][C:18]([NH:21][C:22](=[O:30])[C:23]3[CH:28]=[CH:27][CH:26]=[CH:25][C:24]=3[Cl:29])=[CH:17][CH:16]=2)[CH2:6][CH2:5][CH:4]1[OH:32].BrC[C:35](OCC)=[O:36].[CH:40](N(C(C)C)CC)(C)C>C(#N)C>[Cl:29][C:24]1[CH:25]=[CH:26][CH:27]=[CH:28][C:23]=1[C:22]([NH:21][C:18]1[CH:17]=[CH:16][C:15]([C:14]([N:7]2[C:8]3[CH:13]=[CH:12][CH:11]=[CH:10][C:9]=3[CH:3]3[CH:4]([O:32][C:35](=[O:36])[CH2:1][N:2]3[CH3:40])[CH2:5][CH2:6]2)=[O:31])=[CH:20][CH:19]=1)=[O:30]. Procedure: A mixture of 5-methylamino-4-hydroxy-1-[4-(2-chlorobenzoylamino)benzoyl]-2,3,4,5-tetrahydro-1H-benzazepine (0.13 g), ethyl α-bromoacetate (58 mg), diisopropylethylamine (49 mg) and acetonitrile (5 ml) is refluxed for 10 hours. Acetonitrile is distilled off under reduced pressure, and the resulting residue is dissolved in dichloromethane, washed with water, dried over magnesium sulfate, and distilled off under reduced pressure. The resulting residue is purified by silica gel column chromatography... Reactants: OC(C(S(=O)(=O)N)C1=CC=C(C=C1)CN1CCOCC1)(C)C (2-Hydroxy-2-methyl-1-(4-morpholin-4-ylmethylphenyl)propane-1-sulfonamide), C(OC)(OC)(OC)OC (tetramethyl orthocarbonate). Solvent: C(C)(=O)O (acetic acid). The product is COC=1OC(C(S(N1)(=O)=O)C1=CC=C(C=C1)CN1CCOCC1)(C)C (2-Methoxy-6,6-dimethyl-5-(4-morpholin-4-ylmethylphenyl)-5,6-dihydro-[1,4,3]oxathiazine 4,4-dioxide). RXN SMILES: [OH:1][C:2]([CH3:22])([CH3:21])[CH:3]([C:8]1[CH:13]=[CH:12][C:11]([CH2:14][N:15]2[CH2:20][CH2:19][O:18][CH2:17][CH2:16]2)=[CH:10][CH:9]=1)[S:4]([NH2:7])(=[O:6])=[O:5].[C:23](OC)(OC)(OC)[O:24][CH3:25]>C(O)(=O)C>[CH3:23][O:24][C:25]1[O:1][C:2]([CH3:22])([CH3:21])[CH:3]([C:8]2[CH:13]=[CH:12][C:11]([CH2:14][N:15]3[CH2:16][CH2:17][O:18][CH2:19][CH2:20]3)=[CH:10][CH:9]=2)[S:4](=[O:5])(=[O:6])[N:7]=1. Procedure: 2-Hydroxy-2-methyl-1-(4-morpholin-4-ylmethylphenyl)propane-1-sulfonamide (350 mg) was stirred with tetramethyl orthocarbonate (5 ml) and glacial acetic acid (1 ml) at 80° C. for 16 hours. The solvents were removed under reduced pressure and the residue was used further without further purification. Starting materials: C(C)(C)(C)OC(=O)[C@@H](C\C=C\C1=CC=CC=C1)[C@H](C(=O)NN(C([C@H](NC(=O)OCC1C2=CC=CC=C2C=2C=CC=CC12)COC(C)(C)C)=O)CC(C)C)CC(C)C ((E)-2(R)-[1(S)-(tert-butoxycarbonyl)-4-phenyl-3-butenyl]-2′-isobutyl-2′-[N-(9-fluorenylmethyloxycarbonyl)-O-tert.butyl-D-seryl]-4-methylvalerohydrazide), FC(C(=O)O)(F)F (trifluoroacetic acid). Solvent: ClCCl (dichloromethane). Run at time 2.5 hour. The product is C(=O)(O)[C@@H](C\C=C\C1=CC=CC=C1)[C@H](C(=O)NN(C([C@H](NC(=O)OCC1C2=CC=CC=C2C=2C=CC=CC12)CO)=O)CC(C)C)CC(C)C ((E)-2(R)-[1(S)-(carboxy)-4-phenyl-3-butenyl]-2′-isobutyl-2′[N-(9-fluorenylmethyloxycarbonyl)-D-seryl]-4-methylvalerohydrazide). The yield is 86.7%. RXN SMILES: C([O:5][C:6]([C@H:8]([C@@H:18]([CH2:54][CH:55]([CH3:57])[CH3:56])[C:19]([NH:21][N:22]([CH2:50][CH:51]([CH3:53])[CH3:52])[C:23](=[O:49])[C@@H:24]([CH2:43][O:44]C(C)(C)C)[NH:25][C:26]([O:28][CH2:29][CH:30]1[C:42]2[CH:41]=[CH:40][CH:39]=[CH:38][C:37]=2[C:36]2[C:31]1=[CH:32][CH:33]=[CH:34][CH:35]=2)=[O:27])=[O:20])[CH2:9]/[CH:10]=[CH:11]/[C:12]1[CH:17]=[CH:16][CH:15]=[CH:14][CH:13]=1)=[O:7])(C)(C)C.FC(F)(F)C(O)=O>ClCCl>[C:6]([C@H:8]([C@@H:18]([CH2:54][CH:55]([CH3:57])[CH3:56])[C:19]([NH:21][N:22]([CH2:50][CH:51]([CH3:52])[CH3:53])[C:23](=[O:49])[C@@H:24]([CH2:43][OH:44])[NH:25][C:26]([O:28][CH2:29][CH:30]1[C:31]2[CH:32]=[CH:33][CH:34]=[CH:35][C:36]=2[C:37]2[C:42]1=[CH:41][CH:40]=[CH:39][CH:38]=2)=[O:27])=[O:20])[CH2:9]/[CH:10]=[CH:11]/[C:12]1[CH:13]=[CH:14][CH:15]=[CH:16][CH:17]=1)([OH:7])=[O:5]. Procedure: A solution of 1.05 g of (E)-2(R)-[1(S)-(tert-butoxycarbonyl)-4-phenyl-3-butenyl]-2′-isobutyl-2′-[N-(9-fluorenylmethyloxycarbonyl)-O-tert.butyl-D-seryl]-4-methylvalerohydrazide in 5 ml of dichloromethane was treated at room temperature under nitrogen with 5 ml of trifluoroacetic acid. The mixture was stirred at room temperature for 2.5 hours and evaporated. Final traces of trifluoroacetic acid were removed by the addition and evaporation of three 10 ml portions of toluene. The residue in diethyl ... Starting materials: Br.ClC1=NC=2C=CC=CC2C2=C1N=C(N2CC(C)C)N (4-Chloro-1-(2-methylpropyl)-1H-imidazo[4,5-c]quinoline-2-amine hydrobromide), N (ammonia), solution. Run in CO (methanol). Run at temperature 150 celsius. The product is CC(CN1C(=NC=2C(=NC=3C=CC=CC3C21)N)N)C (1-(2-methylpropyl)-1H-imidazo[4,5-c]quinoline-2,4-diamine). Reaction SMILES: Br.Cl[C:3]1[C:12]2[N:13]=[C:14]([NH2:20])[N:15]([CH2:16][CH:17]([CH3:19])[CH3:18])[C:11]=2[C:10]2[CH:9]=[CH:8][CH:7]=[CH:6][C:5]=2[N:4]=1.[NH3:21]>CO>[CH3:18][CH:17]([CH3:19])[CH2:16][N:15]1[C:11]2[C:10]3[CH:9]=[CH:8][CH:7]=[CH:6][C:5]=3[N:4]=[C:3]([NH2:21])[C:12]=2[N:13]=[C:14]1[NH2:20] |f:0.1|. Reported procedure: 4-Chloro-1-(2-methylpropyl)-1H-imidazo[4,5-c]quinoline-2-amine hydrobromide (8.61 g) and ammonia (131 mL of a 7 N solution in methanol) were added to a high-pressure vessel, which was sealed and heated overnight in an oven at 150° C. The resulting solution was concentrated under reduced pressure to provide 7 g of crude product. A portion of the product was purified by flash chromatography on silica gel (eluting with 3-4% methanol in dichloromethane with 1% ammonium hydroxide added.) The isolated... The reactants are C(C)(C)N1C=NC2=C1C=CC(=C2)N (1-isopropyl-5-aminobenzimidazole), BrBr (Br2), CO.C(Cl)Cl (MeOH CH2Cl2), N (NH3). Solvent: CC(=O)O (AcOH), CC(=O)O (AcOH). Product: C(C)(C)N1C=NC2=C1C=CC(=C2Br)N (1-Isopropyl-4-bromo-5-aminobenzimidazole). Isolated yield 35.0%. As a reaction SMILES: [CH:1]([N:4]1[C:8]2[CH:9]=[CH:10][C:11]([NH2:13])=[CH:12][C:7]=2[N:6]=[CH:5]1)([CH3:3])[CH3:2].[Br:14]Br.N.CO.C(Cl)Cl>CC(O)=O>[CH:1]([N:4]1[C:8]2[CH:9]=[CH:10][C:11]([NH2:13])=[C:12]([Br:14])[C:7]=2[N:6]=[CH:5]1)([CH3:3])[CH3:2] |f:3.4|. Reported procedure: To a solution of 1-isopropyl-5-aminobenzimidazole (2.4 g, 14 mmol) in 20 ml of AcOH was added solution of Br2 in AcOH until it produces a precipitation. The reaction mixture was concentrated in vacuo to provide a brown solid which was subjected to column chromatography (5% NH3 sat'd MeOH/CH2Cl2) to provide 1.2 g (4.5 mmol, 35%) of the product. Starting materials: Cl (hydrochloride), compound, C(C1=CC=CC=C1)OCC=1N(C(SC1)=NC1=CC=C(C=C1)OC(F)(F)F)CCCNC(OC(C)(C)C)=O (tert-Butyl 3-[4-[(benzyloxy)methyl]-2-{[4-(trifluoromethoxy)phenyl]-imino}thiazol-3(2H)-yl]propylcarbamate), Example 9 ( 2 ). The product is NCCCN1C(SC=C1COCC1=CC=CC=C1)=NC1=CC=C(C=C1)OC(F)(F)F (N-[3-(3-Aminopropyl)-4-[(benzyloxy)methyl]thiazol-2(3H)-ylidene]-4-(trifluoromethoxy)aniline). As a reaction SMILES: [CH2:1]([O:8][CH2:9][C:10]1[N:11]([CH2:27][CH2:28][CH2:29][NH:30]C(=O)OC(C)(C)C)[C:12](=[N:15][C:16]2[CH:21]=[CH:20][C:19]([O:22][C:23]([F:26])([F:25])[F:24])=[CH:18][CH:17]=2)[S:13][CH:14]=1)[C:2]1[CH:7]=[CH:6][CH:5]=[CH:4][CH:3]=1.Cl>>[NH2:30][CH2:29][CH2:28][CH2:27][N:11]1[C:10]([CH2:9][O:8][CH2:1][C:2]2[CH:3]=[CH:4][CH:5]=[CH:6][CH:7]=2)=[CH:14][S:13][C:12]1=[N:15][C:16]1[CH:17]=[CH:18][C:19]([O:22][C:23]([F:25])([F:26])[F:24])=[CH:20][CH:21]=1. Procedure: The compound (137 mg) obtained in the above (3) was treated in a similar manner to in Example 9 (2) to give the title compound (133 mg) as hydrochloride. Reactants: COC1=CC(=C(C=C1OC)NC(\C=C\C1=CC2=CC=CC=C2C=C1)=O)C(=O)OC (trans-3-(naphth-2-yl)-acrylic acid-N-(4,5-dimethoxy-2-methoxycarbonyl-phenyl)-amide), [OH-].[Na+] (sodium hydroxide). Solvent: CO (methanol). The product is C(=O)(O)C1=C(C=C(C(=C1)OC)OC)NC(\C=C\C1=CC2=CC=CC=C2C=C1)=O (Trans-3-(naphth-2-yl)-acrylic acid-N-(2-carboxy-4,5-dimethoxy-phenyl)-amide). Reaction SMILES: [CH3:1][O:2][C:3]1[C:8]([O:9][CH3:10])=[CH:7][C:6]([NH:11][C:12](=[O:25])/[CH:13]=[CH:14]/[C:15]2[CH:24]=[CH:23][C:22]3[C:17](=[CH:18][CH:19]=[CH:20][CH:21]=3)[CH:16]=2)=[C:5]([C:26]([O:28]C)=[O:27])[CH:4]=1.[OH-].[Na+]>CO>[C:26]([C:5]1[CH:4]=[C:3]([O:2][CH3:1])[C:8]([O:9][CH3:10])=[CH:7][C:6]=1[NH:11][C:12](=[O:25])/[CH:13]=[CH:14]/[C:15]1[CH:24]=[CH:23][C:22]2[C:17](=[CH:18][CH:19]=[CH:20][CH:21]=2)[CH:16]=1)([OH:28])=[O:27] |f:1.2|. Procedure: Prepared analogously to Example 2 from trans-3-(naphth-2-yl)-acrylic acid-N-(4,5-dimethoxy-2-methoxycarbonyl-phenyl)-amide and sodium hydroxide solution in methanol.